Dataset: the Open Reaction Database (ORD), a public repository of structured organic reaction records. Task: describe an organic reaction: reactants, conditions, products, and yield Starting materials: ClCCCl, C1CCOC1, CS(=O)(=O)NCCCCCC(=O)O, CN(C)c1ccncc1, Nc1ccccc1. The product is CS(=O)(=O)NCCCCCC(=O)Nc1ccccc1. As a reaction SMILES: [CH2:21]([Cl:22])[CH2:23][Cl:24].[CH2:34]1[O:35][CH2:36][CH2:37][CH2:38]1.[CH3:1][S:2](=[O:3])(=[O:4])[NH:5][CH2:6][CH2:7][CH2:8][CH2:9][CH2:10][C:11](=[O:12])[OH:13].[CH3:25][N:26]([c:27]1[cH:28][cH:29][n:30][cH:31][cH:32]1)[CH3:33].[NH2:14][c:15]1[cH:16][cH:17][cH:18][cH:19][cH:20]1>>[CH3:1][S:2](=[O:3])(=[O:4])[NH:5][CH2:6][CH2:7][CH2:8][CH2:9][CH2:10][C:11](=[O:13])[NH:14][c:15]1[cH:16][cH:17][cH:18][cH:19][cH:20]1. Starting materials: [OH-].[Na+] (sodium hydroxide), C(C1=CC=CC=C1)(=O)N1CC(CCC1)C(=O)OCC (Ethyl 1-benzoyl-3-piperidinecarboxylate), Cl (hydrochloric acid). The solvent is C(C)O (ethanol). Reaction conditions: time 1 hour. Yields the product C(C1=CC=CC=C1)(=O)N1CC(CCC1)C(=O)O (1-benzoyl-3-piperidine carboxylic acid). Yield: 85.0%. Reaction SMILES: [C:1]([N:9]1[CH2:14][CH2:13][CH2:12][CH:11]([C:15]([O:17]CC)=[O:16])[CH2:10]1)(=[O:8])[C:2]1[CH:7]=[CH:6][CH:5]=[CH:4][CH:3]=1.[OH-].[Na+].Cl>C(O)C>[C:1]([N:9]1[CH2:14][CH2:13][CH2:12][CH:11]([C:15]([OH:17])=[O:16])[CH2:10]1)(=[O:8])[C:2]1[CH:7]=[CH:6][CH:5]=[CH:4][CH:3]=1 |f:1.2|. Reported procedure: Ethyl 1-benzoyl-3-piperidinecarboxylate (431.4 mg; 1.65 mmol) was dissolved in absolute ethanol (10 ml), and after addition of 1 N sodium hydroxide (20 ml), the mixture was allowed to stir at ambient temperature for approximately 1 hour. It was then poured into 1 N hydrochloric acid and extracted with dichloromethane. The dichloromethane was dried with anhydrous magnesium sulfate and then evaporated at ambient temperature under reduced pressure, giving 1-benzoyl-3-piperidine carboxylic acid (327... Starting materials: C(C1=CC=CC=C1)N(CC(=O)C1=CC=C(C(C(=O)N)=C1)O)CC1=CC=CC=C1 (5-(N,N-dibenzylglycyl)salicylamide), [Na] (sodium), ClCCCCOC1OCCCC1 (2-(4-chlorobutoxy)tetrahydropyran). Run in CC(CC)=O (butanone). Product: C(C1=CC=CC=C1)N(CC(=O)C=1C=CC(=C(C(=O)N)C1)OCCCCOC1OCCCC1)CC1=CC=CC=C1 (5-(N,N-Dibenzylglycyl)-2-(4-tetrahydropyranyloxybutoxy)benzamide). Reaction SMILES: [CH2:1]([N:8]([CH2:22][C:23]1[CH:28]=[CH:27][CH:26]=[CH:25][CH:24]=1)[CH2:9][C:10]([C:12]1[CH:20]=[C:16]([C:17]([NH2:19])=[O:18])[C:15]([OH:21])=[CH:14][CH:13]=1)=[O:11])[C:2]1[CH:7]=[CH:6][CH:5]=[CH:4][CH:3]=1.[Na].Cl[CH2:31][CH2:32][CH2:33][CH2:34][O:35][CH:36]1[CH2:41][CH2:40][CH2:39][CH2:38][O:37]1>CC(=O)CC>[CH2:22]([N:8]([CH2:1][C:2]1[CH:3]=[CH:4][CH:5]=[CH:6][CH:7]=1)[CH2:9][C:10]([C:12]1[CH:13]=[CH:14][C:15]([O:21][CH2:31][CH2:32][CH2:33][CH2:34][O:35][CH:36]2[CH2:41][CH2:40][CH2:39][CH2:38][O:37]2)=[C:16]([CH:20]=1)[C:17]([NH2:19])=[O:18])=[O:11])[C:23]1[CH:28]=[CH:27][CH:26]=[CH:25][CH:24]=1 |^1:28|. Procedure details: A mixture of 5-(N,N-dibenzylglycyl)salicylamide, sodium salt (3.96 g), 2-(4-chlorobutoxy)tetrahydropyran (1.92 g) sodium iodide (1.40 g) and butanone (100 ml) was heated under reflux for 30 hours and filtered. The filtrate was evaporated to give an oil which crystallised from isopropanol to afford the ether as colourless crystals (2.95 g), m.p. 118°-123°. Starting materials: C(C)(=O)OC(C)=O (Acetic anhydride), ClC1=C(C=C(N)C=C1)O (4-chloro-3-hydroxy aniline). Run in C(C)(=O)O (acetic acid). Product: ClC1=C(C=C(C=C1)NC(C)=O)O (N-(4-chloro-3-hydroxyphenyl)acetamide). Yield: 93.0%. Reaction SMILES: C(O[C:5](=[O:7])[CH3:6])(=O)C.[Cl:8][C:9]1[CH:15]=[CH:14][C:12]([NH2:13])=[CH:11][C:10]=1[OH:16]>C(O)(=O)C>[Cl:8][C:9]1[CH:15]=[CH:14][C:12]([NH:13][C:5](=[O:7])[CH3:6])=[CH:11][C:10]=1[OH:16]. Procedure: Acetic anhydride (3.0 mL, 42.0 mmol) was added to a solution of 4-chloro-3-hydroxy aniline (4.0 g, 28 mmol) in acetic acid (20 mL), and the reaction was refluxed for 5 mins. The reaction mixture was cooled to room temperature and the product was solidified. It was filtered off and washed with water (10 mL) and dried to obtain the product 17a in 93% yield (4.8 g) as a creamy white solid. There was no need for further purification. Reactants: N1CC(C1)NC(C1=C(C=C(C(=C1)OC)NC=1N=CC2=C(N(CC(C(N2C)=O)(F)F)C2CCCC2)N1)F)=O (N-(azetidin-3-yl)-4-(9-cyclopentyl-7,7-difluoro-5-methyl-6-oxo-6,7,8,9-tetrahydro-5H-pyrimido[4,5-b][1,4]diazepin-2-ylamino)-2-fluoro-5-methoxybenzamide), CC(=O)C (acetone). The product is C1(CCCC1)N1C2=C(N(C(C(C1)(F)F)=O)C)C=NC(=N2)NC2=CC(=C(C(=O)NC1CN(C1)C(C)C)C=C2OC)F (4-(9-cyclopentyl-7,7-difluoro-5-methyl-6-oxo-6,7,8,9-tetrahydro-5H-pyrimido[4,5-b][1,4]diazepin-2-ylamino)-2-fluoro-N-(1-isopropylazetidin-3-yl)-5-methoxybenzamide). RXN SMILES: [NH:1]1[CH2:4][CH:3]([NH:5][C:6](=[O:37])[C:7]2[CH:12]=[C:11]([O:13][CH3:14])[C:10]([NH:15][C:16]3[N:17]=[CH:18][C:19]4[N:25]([CH3:26])[C:24](=[O:27])[C:23]([F:29])([F:28])[CH2:22][N:21]([CH:30]5[CH2:34][CH2:33][CH2:32][CH2:31]5)[C:20]=4[N:35]=3)=[CH:9][C:8]=2[F:36])[CH2:2]1.[CH3:38][C:39]([CH3:41])=O>>[CH:30]1([N:21]2[CH2:22][C:23]([F:28])([F:29])[C:24](=[O:27])[N:25]([CH3:26])[C:19]3[CH:18]=[N:17][C:16]([NH:15][C:10]4[C:11]([O:13][CH3:14])=[CH:12][C:7]([C:6]([NH:5][CH:3]5[CH2:2][N:1]([CH:39]([CH3:41])[CH3:38])[CH2:4]5)=[O:37])=[C:8]([F:36])[CH:9]=4)=[N:35][C:20]2=3)[CH2:34][CH2:33][CH2:32][CH2:31]1. Reported procedure: The title compound was synthesized by following the Reductive Amination Procedure using N-(azetidin-3-yl)-4-(9-cyclopentyl-7,7-difluoro-5-methyl-6-oxo-6,7,8,9-tetrahydro-5H-pyrimido[4,5-b][1,4]diazepin-2-ylamino)-2-fluoro-5-methoxybenzamide and acetone. 1H NMR (400 MHz, DMSO-d6) δ ppm 0.85 (d, J=6.06 Hz, 6H) 1.44-1.80 (m, 6H) 1.95 (br. s., 2H) 2.27 (m, 6.09 Hz, 1H) 2.89 (t, J=7.33 Hz, 2H) 3.50 (t, J=7.33 Hz, 2H) 3.92 (s, 3H) 4.08 (t, J=13.89 Hz, 2H) 4.29-4.42 (m, 1H) 4.72-4.89 (m, 1H) 7.19 (d, J... Reactants: ClC(Cl)Cl, O=C([O-])Cl, CCCCCC(O)CCCC(CCCCCCC(=O)O)C(=O)CCO. Yields the product C=CC(=O)C(CCCCCCC(=O)O)CCCC(O)CCCCC. RXN SMILES: [CH:30]([Cl:31])([Cl:32])[Cl:33].[Cl:26][C:27]([O-:28])=[O:29].[OH:1][CH2:2][CH2:3][C:4](=[O:5])[CH:6]([CH2:7][CH2:8][CH2:9][CH2:10][CH2:11][CH2:12][C:13](=[O:14])[OH:15])[CH2:16][CH2:17][CH2:18][CH:19]([CH2:20][CH2:21][CH2:22][CH2:23][CH3:24])[OH:25]>>[CH2:2]=[CH:3][C:4](=[O:5])[CH:6]([CH2:7][CH2:8][CH2:9][CH2:10][CH2:11][CH2:12][C:13](=[O:14])[OH:15])[CH2:16][CH2:17][CH2:18][CH:19]([CH2:20][CH2:21][CH2:22][CH2:23][CH3:24])[OH:25]. Reactants: CN(C)c1ccccc1, Cc1ccccc1, O=C(Cl)Cl, Clc1cccc(Nc2ccccc2)c1, Cc1ccccc1C. The product is O=C(Cl)N(c1ccccc1)c1cccc(Cl)c1. As a reaction SMILES: [CH3:1][N:2]([c:3]1[cH:4][cH:5][cH:6][cH:7][cH:8]1)[CH3:9].[CH3:28][c:29]1[cH:30][cH:31][cH:32][cH:33][cH:34]1.[Cl:10][C:11]([Cl:12])=[O:13].[c:14]1([NH:20][c:21]2[cH:22][c:23]([Cl:27])[cH:24][cH:25][cH:26]2)[cH:15][cH:16][cH:17][cH:18][cH:19]1.[c:35]1([CH3:36])[c:37]([CH3:38])[cH:39][cH:40][cH:41][cH:42]1>>[Cl:10][C:11](=[O:13])[N:20]([c:14]1[cH:15][cH:16][cH:17][cH:18][cH:19]1)[c:21]1[cH:22][c:23]([Cl:27])[cH:24][cH:25][cH:26]1.